Task: describe an organic reaction: reactants, conditions, products, and yield. Dataset: the Open Reaction Database (ORD), a public repository of structured organic reaction records Starting materials: ClC=1C=C(C=CC1)S(=O)(=O)C1CN(CCC1)S(=O)(=O)C1=CC=C(C=C1)C (3-[(3-chlorophenyl)sulfonyl]-1-[(4-methylphenyl)sulfonyl]piperidine), C1(=CC=CC=C1)O (phenol), [OH-].[Na+] (sodium hydroxide). The solvent is Br (hydrobromic acid). Yields the product Cl.ClC=1C=C(C=CC1)S(=O)(=O)C1CNCCC1 (3-[(3-Chlorophenyl)sulfonyl]piperidine hydrochloride). RXN SMILES: [Cl:1][C:2]1[CH:3]=[C:4]([S:8]([CH:11]2[CH2:16][CH2:15][CH2:14][N:13](S(C3C=CC(C)=CC=3)(=O)=O)[CH2:12]2)(=[O:10])=[O:9])[CH:5]=[CH:6][CH:7]=1.C1(O)C=CC=CC=1.[OH-].[Na+]>Br>[ClH:1].[Cl:1][C:2]1[CH:3]=[C:4]([S:8]([CH:11]2[CH2:16][CH2:15][CH2:14][NH:13][CH2:12]2)(=[O:10])=[O:9])[CH:5]=[CH:6][CH:7]=1 |f:2.3,5.6|. Procedure: A mixture of 13.79 g (0.033 mole) of 3-[(3-chlorophenyl)sulfonyl]-1-[(4-methylphenyl)sulfonyl]piperidine and excess phenol in 300 ml of 48% hydrobromic acid was refluxed for 11/2 hr and then was poured over ice. The aqueous mixture was made basic with 50% sodium hydroxide and extracted with methylene chloride. The methylene chloride extract was dried over magnesium sulfate and the solvent was evaporated in vacuo to give an oil, the free base of the title compound. A solution of the oil in methan... Reactants: OC=1C(=CC=C2C=CC=NC12)C(=O)N(C)OC (8-hydroxy-N-methoxy-N-methylquinoline-7-carboxamide), ClN1C(CCC1=O)=O (N-chlorosuccinimide). Solvent: C(C)(=O)O (acetic acid). Run at temperature 100 celsius. The product is ClC1=C2C=CC=NC2=C(C(=C1)C(=O)N(C)OC)O (5-chloro-8-hydroxy-N-methoxy-N-methylquinoline-7-carboxamide). Yield: 81.6%. RXN SMILES: [OH:1][C:2]1[C:3]([C:12]([N:14]([O:16][CH3:17])[CH3:15])=[O:13])=[CH:4][CH:5]=[C:6]2[C:11]=1[N:10]=[CH:9][CH:8]=[CH:7]2.[Cl:18]N1C(=O)CCC1=O>C(O)(=O)C>[Cl:18][C:5]1[CH:4]=[C:3]([C:12]([N:14]([O:16][CH3:17])[CH3:15])=[O:13])[C:2]([OH:1])=[C:11]2[C:6]=1[CH:7]=[CH:8][CH:9]=[N:10]2. Procedure details: To a stirred solution of 8-hydroxy-N-methoxy-N-methylquinoline-7-carboxamide (5.00 g, 21.5 mmol) in acetic acid (100 mL) was added N-chlorosuccinimide (3.16 g, 23.7 mmol) and the resulting mixture heated at 100° C. for 18 hours. After allowing the mixture to cool to ambient temperature, the reaction mixture was concentrated in vacuo, then neutralized with saturated sodium bicarbonate, and then extracted with ethyl acetate. The combined organic layers were washed with brine, dried over sodium sul... Starting materials: CCOC(=O)N=NC(=O)OCC, CC(C)(C)OC(=O)N1CCC(O)CC1, c1ccc(P(c2ccccc2)c2ccccc2)cc1, CCOC(=O)c1cn[nH]c1. The product is CCOC(=O)c1cnn(C2CCN(C(=O)OC(C)(C)C)CC2)c1. Reaction SMILES: [O:34]=[C:35]([O:36][CH2:37][CH3:38])[N:39]=[N:40][C:41]([O:42][CH2:43][CH3:44])=[O:45].[OH:1][CH:2]1[CH2:3][CH2:4][N:5]([C:8](=[O:9])[O:10][C:11]([CH3:12])([CH3:13])[CH3:14])[CH2:6][CH2:7]1.[c:15]1([P:16]([c:17]2[cH:18][cH:19][cH:20][cH:21][cH:22]2)[c:23]2[cH:24][cH:25][cH:26][cH:27][cH:28]2)[cH:29][cH:30][cH:31][cH:32][cH:33]1.[nH:46]1[n:47][cH:48][c:49]([C:51](=[O:52])[O:53][CH2:54][CH3:55])[cH:50]1>>[CH:2]1([n:47]2[n:46][cH:50][c:49]([C:51](=[O:52])[O:53][CH2:54][CH3:55])[cH:48]2)[CH2:3][CH2:4][N:5]([C:8](=[O:9])[O:10][C:11]([CH3:12])([CH3:13])[CH3:14])[CH2:6][CH2:7]1.